This data is from the Open Reaction Database (ORD), a public repository of structured organic reaction records. The task is: describe an organic reaction: reactants, conditions, products, and yield The reactants are ClCC=1N=C(OC1)C=1C=C(C=CC1)C1=NC2=C(NC(C1)=O)C=C(C=C2)N2C=CC=C2 (4-[3-(4-chloromethyl-oxazol-2-yl)-phenyl]-8-pyrrol-1-yl-1,3-dihydro-benzo[b][1,4]diazepin-2-one), [I-].[K+] (potassium iodide), solution, CN (methylamine), O (H2O). The solvent is C(C)O (ethanol). Run at temperature 20 celsius, time 16 hour. Product: CNCC=1N=C(OC1)C=1C=C(C=CC1)C1=NC2=C(NC(C1)=O)C=C(C=C2)N2C=CC=C2 (4-[3-(4-Methylaminomethyl-oxazol-2-yl)-phenyl]-8-pyrrol-1-yl-1,3-dihydro-benzo[b][1,4]diazepin-2-one). Reaction SMILES: Cl[CH2:2][C:3]1[N:4]=[C:5]([C:8]2[CH:9]=[C:10]([C:14]3[CH2:20][C:19](=[O:21])[NH:18][C:17]4[CH:22]=[C:23]([N:26]5[CH:30]=[CH:29][CH:28]=[CH:27]5)[CH:24]=[CH:25][C:16]=4[N:15]=3)[CH:11]=[CH:12][CH:13]=2)[O:6][CH:7]=1.[I-].[K+].[CH3:33][NH2:34].O>C(O)C>[CH3:33][NH:34][CH2:2][C:3]1[N:4]=[C:5]([C:8]2[CH:9]=[C:10]([C:14]3[CH2:20][C:19](=[O:21])[NH:18][C:17]4[CH:22]=[C:23]([N:26]5[CH:30]=[CH:29][CH:28]=[CH:27]5)[CH:24]=[CH:25][C:16]=4[N:15]=3)[CH:11]=[CH:12][CH:13]=2)[O:6][CH:7]=1 |f:1.2|. Procedure details: A mixture of 4-[3-(4-chloromethyl-oxazol-2-yl)-phenyl]-8-pyrrol-1-yl-1,3-dihydro-benzo[b][1,4]diazepin-2-one (Example 78a) (125 mg) and potassium iodide (5 mg) in a 8M solution of methylamine in ethanol (1.5 mL) was stirred at 20° C. for 16 h. H2O (20 mL) was added and the precipitated collected by filtration and purified by chromatography on silica gel using MeOH as eluent. The product was stirred with 20% aqueous MeOH (10 mL) the pH of the mixture being set to 11 by addition of 1N NaOH solutio... The reactants are glass, C1(O)=CC(O)=CC=C1 (resorcin), COC(C)(C)OC (acetone dimethyl acetal), CO (methanol), S(O)(O)(=O)=O (sulfuric acid), C1(=CC=CC=C1)C (toluene), C(=O)(O)[O-].[Na+] (NaHCO3). Product: OC1=CC=C2C(CC(OC2=C1)(C)OC)(C)C (7-hydroxy-2-methoxy-2,4,4-trimethylchroman). Isolated yield 28.3%. RXN SMILES: [C:1]1([CH:8]=[CH:7][CH:6]=[C:4]([OH:5])[CH:3]=1)[OH:2].[CH3:9][O:10][C:11](OC)([CH3:13])[CH3:12].CO.S(=O)(=O)(O)O.C([O-])(O)=O.[Na+].[C:28]1(C)[CH:33]=CC=C[CH:29]=1>>[OH:2][C:1]1[CH:3]=[C:4]2[C:6]([C:28]([CH3:33])([CH3:29])[CH2:12][C:11]([O:10][CH3:9])([CH3:13])[O:5]2)=[CH:7][CH:8]=1 |f:4.5|. Procedure details: 30 ml glass autoclave was charged with 2.2 g (20 mmol) of resorcin, 6.2 g (60 mmol) of acetone dimethyl acetal, 6.4 g (200 mmol) of methanol, 0.2 g (2 mmol) of conc. sulfuric acid and 10 ml of toluene, and sealed, and allowed to react at 100° C. for 4 hours. Then, the reaction mixture was cooled to room temperature, neutralized with saturated NaHCO3, washed with water, and toluene was distilled off under reduced pressure. The residue thus obtained was purified by column chromatography on silicag... Reagents/catalysts: [Pd] (palladium on charcoal). Reported procedure: 10 mg of palladium on charcoal is added to a suspension of 14 mg (0.04 mmol) of 4-oxo-8-phenylethynyl-4,5-dihydro-3H-pyrrolo[2,3-c]quinoline-1-ethyl carboxylate in 5 ml of ethanol and the mixture is placed under a hydrogen atmosphere for 24 hours. The raw reaction product is then filtered on celite, and the filtrate is evaporated. The residue is triturated with methanol to give 4 mg (28%) of 4-oxo-8-phenethyl-4,5-dihydro-3H-pyrrolo[2,3-c]quinoline-1-ethyl carboxylate in the form of a white solid... Reaction SMILES: [O:1]=[C:2]1[C:11]2[NH:12][CH:13]=[CH:14][C:10]=2[C:9]2[CH:8]=[C:7]([C:15]#[C:16][C:17]3[CH:22]=[CH:21][CH:20]=[CH:19][CH:18]=3)[CH:6]=[CH:5][C:4]=2[NH:3]1.[CH2:23]([C:25]([O-:27])=[O:26])[CH3:24]>[Pd].C(O)C>[O:1]=[C:2]1[C:11]2[NH:12][CH:13]=[CH:14][C:10]=2[C:9]2[CH:8]=[C:7]([CH2:15][CH2:16][C:17]3[CH:18]=[CH:19][CH:20]=[CH:21][CH:22]=3)[CH:6]=[CH:5][C:4]=2[NH:3]1.[CH2:23]([C:25]([O-:27])=[O:26])[CH3:24] |f:0.1,4.5|. Solvent: C(C)O (ethanol). Run at time 24 hour. Reactants: O=C1NC=2C=CC(=CC2C2=C1NC=C2)C#CC2=CC=CC=C2.C(C)C(=O)[O-] (4-oxo-8-phenylethynyl-4,5-dihydro-3H-pyrrolo[2,3-c]quinoline 1-ethyl carboxylate). Yield: 27.7%. Yields the product O=C1NC=2C=CC(=CC2C2=C1NC=C2)CCC2=CC=CC=C2.C(C)C(=O)[O-] (4-oxo-8-phenethyl-4,5-dihydro-3H-pyrrolo[2,3-c]quinoline 1-ethyl carboxylate). The yield is 39.8%. The product is CSC1=CC=C(C=C1)C=1N=NC(=CC1C1=CC=C(C=C1)SC1=CC=CC=C1)SC1=CC=CC=C1 (3-[4-(methylthio)phenyl]-6-phenylthio-4-[4-(phenylthio)phenyl]pyridazine), powder. RXN SMILES: Cl[C:2]1[N:7]=[N:6][C:5]([C:8]2[CH:13]=[CH:12][C:11]([S:14][CH3:15])=[CH:10][CH:9]=2)=[C:4]([C:16]2[CH:21]=[CH:20][C:19](Cl)=[CH:18][CH:17]=2)[CH:3]=1.[C:23]1([SH:29])[CH:28]=[CH:27][CH:26]=[CH:25][CH:24]=1>>[CH3:15][S:14][C:11]1[CH:12]=[CH:13][C:8]([C:5]2[N:6]=[N:7][C:2]([S:14][C:11]3[CH:12]=[CH:13][CH:8]=[CH:9][CH:10]=3)=[CH:3][C:4]=2[C:16]2[CH:21]=[CH:20][C:19]([S:29][C:23]3[CH:28]=[CH:27][CH:26]=[CH:25][CH:24]=3)=[CH:18][CH:17]=2)=[CH:9][CH:10]=1. Reported procedure: In a similar manner as in Example 2, 6-chloro-4-(4-chlorophenyl)-3-[4-(methylthio)phenyl]pyridazine (150 mg, 0.303 mmol) and thiophenol (119 mg) were reacted as starting materials at 150° C. for 20 hours and post-treatment was then conducted, whereby the title compound was obtained as a pale yellow crystalline powder (85.0 mg, 39.8%). Melting point: 53.3-56.2° C.(diethyl ether-hexane). The reactants are ClC1=CC(=C(N=N1)C1=CC=C(C=C1)SC)C1=CC=C(C=C1)Cl (6-chloro-4-(4-chlorophenyl)-3-[4-(methylthio)phenyl]pyridazine), C1(=CC=CC=C1)S (thiophenol).